This data is from the Open Reaction Database (ORD), a public repository of structured organic reaction records. The task is: describe an organic reaction: reactants, conditions, products, and yield Product: C(C1=CC=CC=C1)OC1=CC=C(C=N1)C1=C(C=C(C=C1)NC(OC(C)(C)C)=O)[N+](=O)[O-] (tert-butyl 4-(6-(benzyloxy)pyridin-3-yl)-3-nitrophenylcarbamate). Starting materials: ClC1=C(C=C(C=C1)NC(OC(C)(C)C)=O)[N+](=O)[O-] (tert-butyl 4-chloro-3-nitrophenylcarbamate), C(C1=CC=CC=C1)OC1=NC=C(C=C1)B1OC(C(O1)(C)C)(C)C (2-(benzyloxy)-5-(4,4,5,5-tetramethyl-1,3,2-dioxaborolan-2-yl)pyridine), O1CCOCC1 (dioxane), C(=O)([O-])[O-].[Na+].[Na+] (Na2CO3). Run in CCOCC (Et2O). The reagents and catalysts are C=1C=CC(=CC1)[P](C=2C=CC=CC2)(C=3C=CC=CC3)[Pd]([P](C=4C=CC=CC4)(C=5C=CC=CC5)C=6C=CC=CC6)([P](C=7C=CC=CC7)(C=8C=CC=CC8)C=9C=CC=CC9)[P](C=1C=CC=CC1)(C=1C=CC=CC1)C=1C=CC=CC1 (tetrakis(triphenylphosphine)palladium). RXN SMILES: Cl[C:2]1[CH:7]=[CH:6][C:5]([NH:8][C:9](=[O:15])[O:10][C:11]([CH3:14])([CH3:13])[CH3:12])=[CH:4][C:3]=1[N+:16]([O-:18])=[O:17].[CH2:19]([O:26][C:27]1[CH:32]=[CH:31][C:30](B2OC(C)(C)C(C)(C)O2)=[CH:29][N:28]=1)[C:20]1[CH:25]=[CH:24][CH:23]=[CH:22][CH:21]=1.O1CCOCC1.C([O-])([O-])=O.[Na+].[Na+]>CCOCC.C1C=CC([P]([Pd]([P](C2C=CC=CC=2)(C2C=CC=CC=2)C2C=CC=CC=2)([P](C2C=CC=CC=2)(C2C=CC=CC=2)C2C=CC=CC=2)[P](C2C=CC=CC=2)(C2C=CC=CC=2)C2C=CC=CC=2)(C2C=CC=CC=2)C2C=CC=CC=2)=CC=1>[CH2:19]([O:26][C:27]1[N:28]=[CH:29][C:30]([C:2]2[CH:7]=[CH:6][C:5]([NH:8][C:9](=[O:15])[O:10][C:11]([CH3:14])([CH3:13])[CH3:12])=[CH:4][C:3]=2[N+:16]([O-:18])=[O:17])=[CH:31][CH:32]=1)[C:20]1[CH:21]=[CH:22][CH:23]=[CH:24][CH:25]=1 |f:3.4.5,^1:62,64,83,102|. Reported procedure: A mixture of tert-butyl 4-chloro-3-nitrophenylcarbamate (818 mg, 3 mmol), 2-(benzyloxy)-5-(4,4,5,5-tetramethyl-1,3,2-dioxaborolan-2-yl)pyridine (933 mg, 3 mmol), tetrakis(triphenylphosphine)palladium (104 mg, 0.09 mmol), 10 mL of dioxane, and 6 mL of 1 M Na2CO3 was heated at reflux for 15 h. It was diluted with 50 mL Et2O and washed with brine (2×50 mL) and dried over MgSO4 and concentrated. The crude product was purified by silica chromatography (EtOAc/hexane) to afford tert-butyl 4-(6-(benzylo...